This data is from the Open Reaction Database (ORD), a public repository of structured organic reaction records. The task is: describe an organic reaction: reactants, conditions, products, and yield Starting materials: ClC1=C2C(=NC=C1Cl)N(C(=C2)I)S(=O)(=O)C2=CC=C(C)C=C2 (4,5-dichloro-2-iodo-1-tosyl-1H-pyrrolo[2,3-b]pyridine), CC1(OB(OC1(C)C)C1=CCN(CC1)C(=O)OC(C)(C)C)C (tert-butyl 4-(4,4,5,5-tetramethyl-1,3,2-dioxaborolan-2-yl)-5,6-dihydropyridine-1(2H)-carboxylate), C(O)([O-])=O.[Na+] (sodium hydrogencarbonate). Procedure: A mixture of Example 229B (0.808 g, 1.730 mmol), tert-butyl 4-(4,4,5,5-tetramethyl-1,3,2-dioxaborolan-2-yl)-5,6-dihydropyridine-1(2H)-carboxylate (Frontier Scientific, 0.588 g, 1.903 mmol) and sodium hydrogencarbonate (0.436 g, 5.19 mmol) in degassed N,N-dimethylformamide (10.81 mL) and water (3.6 mL) was treated with bis(triphenylphosphine)palladium(II) chloride (0.121 g, 0.173 mmol) under nitrogen and the mixture was heated at 72° C. for 24 hours. The mixture was cooled to ambient temperature,... Solvent: CN(C=O)C (N,N-dimethylformamide), O (water), O (water). Conditions: temperature 72 celsius, time 30 minute. Reaction SMILES: [Cl:1][C:2]1[C:7]([Cl:8])=[CH:6][N:5]=[C:4]2[N:9]([S:13]([C:16]3[CH:22]=[CH:21][C:19]([CH3:20])=[CH:18][CH:17]=3)(=[O:15])=[O:14])[C:10](I)=[CH:11][C:3]=12.CC1(C)C(C)(C)OB([C:31]2[CH2:36][CH2:35][N:34]([C:37]([O:39][C:40]([CH3:43])([CH3:42])[CH3:41])=[O:38])[CH2:33][CH:32]=2)O1.C(=O)([O-])O.[Na+]>CN(C)C=O.O.Cl[Pd](Cl)([P](C1C=CC=CC=1)(C1C=CC=CC=1)C1C=CC=CC=1)[P](C1C=CC=CC=1)(C1C=CC=CC=1)C1C=CC=CC=1>[Cl:1][C:2]1[C:7]([Cl:8])=[CH:6][N:5]=[C:4]2[N:9]([S:13]([C:16]3[CH:22]=[CH:21][C:19]([CH3:20])=[CH:18][CH:17]=3)(=[O:15])=[O:14])[C:10]([C:31]3[CH2:36][CH2:35][N:34]([C:37]([O:39][C:40]([CH3:43])([CH3:42])[CH3:41])=[O:38])[CH2:33][CH:32]=3)=[CH:11][C:3]=12 |f:2.3,^1:58,77|. Reagents/catalysts: Cl[Pd]([P](C1=CC=CC=C1)(C2=CC=CC=C2)C3=CC=CC=C3)([P](C4=CC=CC=C4)(C5=CC=CC=C5)C6=CC=CC=C6)Cl (bis(triphenylphosphine)palladium(II) chloride). The product is ClC1=C2C(=NC=C1Cl)N(C(=C2)C2=CCN(CC2)C(=O)OC(C)(C)C)S(=O)(=O)C2=CC=C(C)C=C2 (tert-butyl 4-(4,5-dichloro-1-tosyl-1H-pyrrolo[2,3-b]pyridin-2-yl)-5,6-dihydropyridine-1(2H)-carboxylate). The reactants are O=C1N=C2C(=CC=CC2=C2C1CCO2)OC (4-Oxo-6-methoxy-2,3-dihydrofuro[3,2-c]quinoline), NC1=CC=CC=C1 (aniline). The solvent is C1(=CC=CC=C1)O (phenol), salt, O (water). Conditions: temperature 190 celsius. Yields the product C1(=CC=CC=C1)N1CCC=2C(NC=3C(=CC=CC3C21)OC)=O (1-(phenyl)-4-oxo-6-methoxy-2,3,4,5-tetrahydropyrrolo[3,2-c]quinoline). The yield is 82.1%. Reaction SMILES: [O:1]=[C:2]1[CH:11]2[CH2:12][CH2:13]O[C:10]2=[C:9]2[C:4]([C:5]([O:15][CH3:16])=[CH:6][CH:7]=[CH:8]2)=[N:3]1.[NH2:17][C:18]1[CH:23]=[CH:22][CH:21]=[CH:20][CH:19]=1>C1(O)C=CC=CC=1.O>[C:18]1([N:17]2[C:10]3[C:9]4[CH:8]=[CH:7][CH:6]=[C:5]([O:15][CH3:16])[C:4]=4[NH:3][C:2](=[O:1])[C:11]=3[CH2:12][CH2:13]2)[CH:23]=[CH:22][CH:21]=[CH:20][CH:19]=1. Procedure: 4-Oxo-6-methoxy-2,3-dihydrofuro[3,2-c]quinoline (217 mg, 1.0 mmol) was dissolved in 7 ml of phenol and aniline (228 μl, 2.5 mmol) was added under nitrogen. The reaction mixture was heated at 190° C. for 15 hours. The reaction mixture was diluted with 20 ml of salt water and the aqueous layer was extracted with methylene chloride (15 ml×3). After washing with water (15 ml×3), the organic layer was dried by anhydrous magnesium surface and filtered, and concentrated under reduced pressure. The resi...